Dataset: the Open Reaction Database (ORD), a public repository of structured organic reaction records. Task: describe an organic reaction: reactants, conditions, products, and yield Reactants: Cl (HCl), (E),(E)-1,1'-[1,4-phenylene]bis[2-phenyl-1-(diphenylamino)ethylene], (CDCl3)ν, C22H18O2, C1(=CC=CC=C1)C(CC1=CC=CC=C1)=O (1,2-diphenylethanone), PhCH2·. Run in C1CCOC1 (THF). Yields the product C1(=CC=C(C=C1)C(CC1=CC=CC=C1)=O)C(CC1=CC=CC=C1)=O (1,1'-(1,4-Phenylene)bis[2-phenylethanone]). As a reaction SMILES: Cl.[C:2]1([C:8](=[O:16])[CH2:9][C:10]2[CH:15]=[CH:14][CH:13]=[CH:12][CH:11]=2)[CH:7]=[CH:6][CH:5]=[CH:4][CH:3]=1>C1COCC1>[C:5]1([C:8](=[O:16])[CH2:9][C:10]2[CH:15]=[CH:14][CH:13]=[CH:12][CH:11]=2)[CH:6]=[CH:7][C:2]([C:8](=[O:16])[CH2:9][C:10]2[CH:11]=[CH:12][CH:13]=[CH:14][CH:15]=2)=[CH:3][CH:4]=1. Reported procedure: Chromatographed (E),(E)-1,1'-[1,4-phenylene]bis[2-phenyl-1-(diphenylamino)ethylene](1.0 g, 0.0016 mol) was refluxed in a solution of THF (30 mL) and aqueous HCl (1.2 M, 3.0 mL) for 1.25 h. The solution was worked-up as for the preparation of 1,2-diphenylethanone. Chromatography on silica (30 g) eluting with petroleum ether/benzene 3:2 removed the diketone. After solvent evaporation of the combined fractions and recrystallization of the residue from benzene/methanol gave small plates mp 171°-3° C... The reactants are FC1=CC=C(OC2=CC=C(C=C2)S(=O)(=O)O)C=C1 (4-(4-fluorophenoxy)benzenesulfonic acid), [Na] (sodium), S(=O)(Cl)Cl (thionyl chloride), CN(C=O)C (dimethylformamide). Run in C1(=CC=CC=C1)C (toluene). Conditions: time 48 hour. Yields the product FC1=CC=C(OC2=CC=C(C=C2)S(=O)(=O)Cl)C=C1 (4-(4-Fluorophenoxy)benzenesulfonyl Chloride). RXN SMILES: [F:1][C:2]1[CH:18]=[CH:17][C:5]([O:6][C:7]2[CH:12]=[CH:11][C:10]([S:13](O)(=[O:15])=[O:14])=[CH:9][CH:8]=2)=[CH:4][CH:3]=1.[Na].S(Cl)([Cl:22])=O.CN(C)C=O>C1(C)C=CC=CC=1>[F:1][C:2]1[CH:18]=[CH:17][C:5]([O:6][C:7]2[CH:12]=[CH:11][C:10]([S:13]([Cl:22])(=[O:15])=[O:14])=[CH:9][CH:8]=2)=[CH:4][CH:3]=1 |^1:18|. Procedure details: To a slurry of 15.0 g (0.052 mol) of 4-(4-fluorophenoxy)benzenesulfonic acid□, sodium salt, in 150 mL of dry toluene was added 11.3 mL (0.155 mol, 3 equivalents) of thionyl chloride and 0.04 mL (0.5 mmol, 0.01 equivalents) of dimethylformamide. The resulting mixture was stirred at room temperature for 48 hours, filtered through diatomaceous earth, and concentrated under reduced pressure to 40 mL. This solution was used without further purification to prepare 1-[4-(4-fluorophenoxy)benzenesulfonyl...